Dataset: the Open Reaction Database (ORD), a public repository of structured organic reaction records. Task: describe an organic reaction: reactants, conditions, products, and yield The reactants are CCn1c(=O)c2c(nc(C=Cc3ccc(C(=O)OC)cc3OC)n2C)n(CC)c1=O, CCO, Cl, [Li+], C1CCOC1, [OH-], O, O. Yields the product CCn1c(=O)c2c(nc(C=Cc3ccc(C(=O)O)cc3OC)n2C)n(CC)c1=O. As a reaction SMILES: [CH3:1][O:2][C:3](=[O:4])[c:5]1[cH:6][c:7]([O:29][CH3:30])[c:8]([CH:9]=[CH:10][c:11]2[n:12][c:13]3[n:14]([CH2:25][CH3:26])[c:15](=[O:24])[n:16]([CH2:22][CH3:23])[c:17](=[O:21])[c:18]3[n:19]2[CH3:20])[cH:27][cH:28]1.[CH3:41][CH2:42][OH:43].[ClH:39].[Li+:38].[O:31]1[CH2:32][CH2:33][CH2:34][CH2:35]1.[OH-:37].[OH2:36].[OH2:40]>>[O:2]=[C:3]([OH:4])[c:5]1[cH:6][c:7]([O:29][CH3:30])[c:8]([CH:9]=[CH:10][c:11]2[n:12][c:13]3[n:14]([CH2:25][CH3:26])[c:15](=[O:24])[n:16]([CH2:22][CH3:23])[c:17](=[O:21])[c:18]3[n:19]2[CH3:20])[cH:27][cH:28]1. The reactants are ClC1=CC=C(S1)CO[C@H]1C[C@@H](O[C@@H]1CO)N1C(=O)NC(=O)C(=C1)F (3'-O-(5-chloro-2- thenyl)-2'-deoxy-5-fluorouridine), Cl.C(C)N(CCC(=O)O)CC (N,N-diethyl-β-alanine hydrochloride), C(C)(C)C1=C(C(=C(C=C1)S(=O)(=O)Cl)C(C)C)C(C)C (triisopropylbenzenesulfonyl chloride). The solvent is N1=CC=CC=C1 (pyridine). Reaction conditions: time 1 day. Yields the product C(C)(C)C1=C(C(=CC(=C1)C(C)C)C(C)C)S(=O)(=O)O.ClC1=CC=C(S1)CO[C@H]1C[C@@H](O[C@@H]1COC(CCN(CC)CC)=O)N1C(=O)NC(=O)C(=C1)F (3'-O-(5-chloro-2-thenyl)-2'-deoxy-5'-O- [3-(diethylamino)propanoyl]-5-fluorouridine 2,4,6-triisopropylbenzenesulfonate). The yield is 92.7%. Reaction SMILES: [Cl:1][C:2]1[S:6][C:5]([CH2:7][O:8][C@@H:9]2[C@@H:13]([CH2:14][OH:15])[O:12][C@@H:11]([N:16]3[CH:23]=[C:22]([F:24])[C:20](=[O:21])[NH:19][C:17]3=[O:18])[CH2:10]2)=[CH:4][CH:3]=1.Cl.[CH2:26]([N:28]([CH2:34][CH3:35])[CH2:29][CH2:30][C:31](O)=[O:32])[CH3:27].[CH:36]([C:39]1[CH:44]=[CH:43][C:42]([S:45](Cl)(=[O:47])=[O:46])=[C:41]([CH:49]([CH3:51])[CH3:50])[C:40]=1C(C)C)([CH3:38])[CH3:37]>N1C=CC=CC=1>[CH:49]([C:41]1[CH:40]=[C:39]([CH:36]([CH3:37])[CH3:38])[CH:44]=[C:43]([CH:30]([CH3:29])[CH3:31])[C:42]=1[S:45]([OH:46])(=[O:47])=[O:8])([CH3:50])[CH3:51].[Cl:1][C:2]1[S:6][C:5]([CH2:7][O:8][C@@H:9]2[C@@H:13]([CH2:14][O:15][C:31](=[O:32])[CH2:30][CH2:29][N:28]([CH2:34][CH3:35])[CH2:26][CH3:27])[O:12][C@@H:11]([N:16]3[CH:23]=[C:22]([F:24])[C:20](=[O:21])[NH:19][C:17]3=[O:18])[CH2:10]2)=[CH:4][CH:3]=1 |f:1.2,5.6|. Procedure details: To a solution of 1.00 g of 3'-O-(5-chloro-2- thenyl)-2'-deoxy-5-fluorouridine in 50 ml of pyridine were added 0.72 g of N,N-diethyl-β-alanine hydrochloride and 1.61 g of triisopropylbenzenesulfonyl chloride, and the mixture was stirred at room temperature for 1 day. The reaction mixture was concentrated under reduced pressure, and the residue was placed on silica gel column and eluted with 2% methanol-chloroform for purification, thereby giving 0.97 g of 3'-O-(5-chloro-2-thenyl)-2'-deoxy-5'-O- [...